From a dataset of the Open Reaction Database (ORD), a public repository of structured organic reaction records. describe an organic reaction: reactants, conditions, products, and yield The reactants are ClCCOC1=C(C=C2C(=C(C=NC2=C1)C#N)NC1=CC=C(C=C1)OC1=CC=CC=C1)OC (7-(2-chloroethoxy)-6-methoxy-4-(4-phenoxyphenylamino)quinoline-3-carbonitrile), N1(CCCCC1)C1CCNCC1 (4-piperidinopiperidine), [I-].[Na+] (sodium iodide). The solvent is COCCOC (ethylene glycol dimethyl ether). Reaction conditions: temperature 137.5 celsius. Yields the product N1(CCCCC1)C1CCN(CC1)CCOC1=C(C=C2C(=C(C=NC2=C1)C#N)NC1=CC=C(C=C1)OC1=CC=CC=C1)OC (7-(2-[1,4′]bipiperidinyl-1′-yl-ethoxy)-6-methoxy-4-(4-phenoxy-phenylamino)-quinoline-3-carbonitrile). The yield is 47.7%. RXN SMILES: Cl[CH2:2][CH2:3][O:4][C:5]1[CH:14]=[C:13]2[C:8]([C:9]([NH:17][C:18]3[CH:23]=[CH:22][C:21]([O:24][C:25]4[CH:30]=[CH:29][CH:28]=[CH:27][CH:26]=4)=[CH:20][CH:19]=3)=[C:10]([C:15]#[N:16])[CH:11]=[N:12]2)=[CH:7][C:6]=1[O:31][CH3:32].[N:33]1([CH:39]2[CH2:44][CH2:43][NH:42][CH2:41][CH2:40]2)[CH2:38][CH2:37][CH2:36][CH2:35][CH2:34]1.[I-].[Na+]>COCCOC>[N:33]1([CH:39]2[CH2:44][CH2:43][N:42]([CH2:2][CH2:3][O:4][C:5]3[CH:14]=[C:13]4[C:8]([C:9]([NH:17][C:18]5[CH:23]=[CH:22][C:21]([O:24][C:25]6[CH:30]=[CH:29][CH:28]=[CH:27][CH:26]=6)=[CH:20][CH:19]=5)=[C:10]([C:15]#[N:16])[CH:11]=[N:12]4)=[CH:7][C:6]=3[O:31][CH3:32])[CH2:41][CH2:40]2)[CH2:38][CH2:37][CH2:36][CH2:35][CH2:34]1 |f:2.3|. Reported procedure: A mixture of 222.5 mg (0.5 mmol) of 7-(2-chloroethoxy)-6-methoxy-4-(4-phenoxyphenylamino)quinoline-3-carbonitrile, 841.4 mg (5.0 mmol) of 4-piperidinopiperidine and 49.5 mg (0.33 mmol) of sodium iodide in 6.0 mL of ethylene glycol dimethyl ether are heated in a sealed tube at 135-140° C. for 17 hours to yield the crude product. Solvents are removed in vacuo. Purification of the oily residue is carried out by preparative thin layer chromatography (eluting with 85:15 dichloromethane/methanol) to p...